This data is from the Open Reaction Database (ORD), a public repository of structured organic reaction records. The task is: describe an organic reaction: reactants, conditions, products, and yield Product: C(C)(=O)C1=CC=C(O1)CN1N=CC(=C1)NC(=O)C=1N=COC1C1=CC(=CC=C1)OC(F)(F)F (5-(3-Trifluoromethoxy-phenyl)-oxazole-4-carboxylic acid [1-(5-acetyl-furan-2-ylmethyl)-1H-pyrazol-4-yl]-amide). The reactants are CC1(OCCO1)C1=CC=C(O1)CN1N=CC(=C1)N (1-[5-(2-methyl-[1,3]dioxolan-2-yl)-furan-2-ylmethyl]-1H-pyrazol-4-ylamine), FC(OC=1C=C(C=CC1)C1=C(N=CO1)C(=O)O)(F)F (5-(3-trifluoromethoxy-phenyl)-oxazole-4-carboxylic acid), 01b. Reported procedure: Following general procedure B followed by T, starting from 1-[5-(2-methyl-[1,3]dioxolan-2-yl)-furan-2-ylmethyl]-1H-pyrazol-4-ylamine and 5-(3-trifluoromethoxy-phenyl)-oxazole-4-carboxylic acid. LC-MS-conditions 01b: tR=1.00 min; [M+H]+=461.09. RXN SMILES: [CH3:1][C:2]1([C:7]2[O:11][C:10]([CH2:12][N:13]3[CH:17]=[C:16]([NH2:18])[CH:15]=[N:14]3)=[CH:9][CH:8]=2)[O:6]CCO1.[F:19][C:20]([F:37])([F:36])[O:21][C:22]1[CH:23]=[C:24]([C:28]2[O:32][CH:31]=[N:30][C:29]=2[C:33](O)=[O:34])[CH:25]=[CH:26][CH:27]=1>>[C:2]([C:7]1[O:11][C:10]([CH2:12][N:13]2[CH:17]=[C:16]([NH:18][C:33]([C:29]3[N:30]=[CH:31][O:32][C:28]=3[C:24]3[CH:25]=[CH:26][CH:27]=[C:22]([O:21][C:20]([F:36])([F:19])[F:37])[CH:23]=3)=[O:34])[CH:15]=[N:14]2)=[CH:9][CH:8]=1)(=[O:6])[CH3:1]. Reaction SMILES: [CH:1]1([C:5](=[S:7])[NH2:6])[CH2:4][CH2:3][CH2:2]1.Br[CH2:9][C:10](=O)[C:11]([O:13][CH2:14][CH3:15])=[O:12].C(=O)(O)[O-].[Na+]>C(O)C>[CH2:14]([O:13][C:11]([C:10]1[N:6]=[C:5]([CH:1]2[CH2:4][CH2:3][CH2:2]2)[S:7][CH:9]=1)=[O:12])[CH3:15] |f:2.3|. The reactants are C1(CCC1)C(N)=S (cyclobutancarbothioamide), BrCC(C(=O)OCC)=O (ethyl bromopyruvate), C([O-])(O)=O.[Na+] (sodium bicarbonate). Procedure: A mixture composed of 9.7 g of cyclobutancarbothioamide, 16.5 g of ethyl bromopyruvate and 200 ml of ethyl alcohol was heated to reflux for 1 hr. The reaction mixture was partially condensed in vacuo and the residual materials were diluted with ice water and and excess of saturated sodium bicarbonate solution. The solids were collected to yield 7.0 g of 2-cyclobutyl-4-thiazolecarboxylic acid ethyl ester; m.p. 48°-50° C. after recrystallization from pentane. Isolated yield 39.3%. Run in ice water, C(C)O (ethyl alcohol). The product is C(C)OC(=O)C=1N=C(SC1)C1CCC1 (2-cyclobutyl-4-thiazolecarboxylic acid ethyl ester). Starting materials: CN1CCN(CC1)C=1OC2=C(N1)C=CC=C2 (2-(4-methyl-1-piperazinyl)-benzoxazole), BrCC(C)=O (bromoacetone). Solvent: CN(C)C=O (DMF). Conditions: time 1 hour. The product is [Br-].C(C(=O)C)[N+]1(CCN(CC1)C=1OC2=C(N1)C=CC=C2)C (1-Acetonyl-1-methyl-4-(benzoxazol-2-yl)piperazinium bromide). RXN SMILES: [CH3:1][N:2]1[CH2:7][CH2:6][N:5]([C:8]2[O:9][C:10]3[CH:16]=[CH:15][CH:14]=[CH:13][C:11]=3[N:12]=2)[CH2:4][CH2:3]1.[Br:17][CH2:18][C:19](=[O:21])[CH3:20]>CN(C=O)C>[Br-:17].[CH2:18]([N+:2]1([CH3:1])[CH2:3][CH2:4][N:5]([C:8]2[O:9][C:10]3[CH:16]=[CH:15][CH:14]=[CH:13][C:11]=3[N:12]=2)[CH2:6][CH2:7]1)[C:19]([CH3:20])=[O:21] |f:3.4|. Procedure: A 100 mg portion of 2-(4-methyl-1-piperazinyl)-benzoxazole was dissolved in 3 ml of DMF. Under cooling with ice, 95 mg of bromoacetone was added to the thus prepared solution, and the reaction was carried out for 1 hour at the same temperature and then for 60 hours at room temperature. The reaction solution was concentrated under a reduced pressure, and 5 ml of acetone was added to the resulting residue. The precipitate thus formed was collected by filtration, washed with acetone and then dried ... Starting materials: CN(C(=O)SC1=C(C(=C(C=C1)C(C)=O)O)CCC)C ((4-(N,N-dimethylcarbamoylthio)-2-hydroxy-3-propylphenyl)ethanone), BrCCCC(=O)OCC (ethyl 4-bromobutyrate), C([O-])([O-])=O.[K+].[K+] (potassium carbonate), C([O-])([O-])=O.[K+].[K+] (potassium carbonate). Reagents/catalysts: [I-].[K+] (potassium iodide). Solvent: CC(=O)C (acetone). Conditions: time 9 hour. Yields the product C(C)(=O)C1=CC=C(C(=C1OCCCC(=O)OCC)CCC)SC(N(C)C)=O (ethyl 4-(6-acetyl-3-(N,N-dimethylcarbamoylthio) -2-propylphenoxy)butyrate). Isolated yield 84.2%. As a reaction SMILES: [CH3:1][N:2]([CH3:19])[C:3]([S:5][C:6]1[CH:11]=[CH:10][C:9]([C:12](=[O:14])[CH3:13])=[C:8]([OH:15])[C:7]=1[CH2:16][CH2:17][CH3:18])=[O:4].Br[CH2:21][CH2:22][CH2:23][C:24]([O:26][CH2:27][CH3:28])=[O:25].C(=O)([O-])[O-].[K+].[K+]>CC(C)=O.[I-].[K+]>[C:12]([C:9]1[C:8]([O:15][CH2:21][CH2:22][CH2:23][C:24]([O:26][CH2:27][CH3:28])=[O:25])=[C:7]([CH2:16][CH2:17][CH3:18])[C:6]([S:5][C:3](=[O:4])[N:2]([CH3:1])[CH3:19])=[CH:11][CH:10]=1)(=[O:14])[CH3:13] |f:2.3.4,6.7|. Procedure details: A mixture of (4-(N,N-dimethylcarbamoylthio)-2-hydroxy-3-propylphenyl)ethanone (26.6 g), ethyl 4-bromobutyrate (92.9 g), potassium iodide (1 g) and potassium carbonate (26.1 g) in acetone (200 ml) was heated and refluxed with stirring. Each of potassium carbonate (13 g) was added thereto after 9 hours and 14 hours, and the mixture was heated and refluxed with stirring for total 29 hours. Then, inorganic materials were separated and the solution was concentrated under a reduced pressure. The resul... Reactants: OC1=C(C(O[C@@H]1CC\C=C/CCCCCCCCCCCCCC)=O)O\C=C\C ((R)-4-hydroxy-5-[(Z)-3-octadecenyl]-3-[(E)-propenyloxy]-2(5H)-furanone), C22H38O4. Solvent: CO (CH3OH). The product is OC=1C(O[C@@H](C1O)CC\C=C/CCCCCCCCCCCCCC)=O ((R)-3,4-Dihydroxy-5-[(Z)-3-octadecenyl]-2(5H)-furanone). As a reaction SMILES: [OH:1][C:2]1[C@@H:6]([CH2:7][CH2:8]/[CH:9]=[CH:10]\[CH2:11][CH2:12][CH2:13][CH2:14][CH2:15][CH2:16][CH2:17][CH2:18][CH2:19][CH2:20][CH2:21][CH2:22][CH2:23][CH3:24])[O:5][C:4](=[O:25])[C:3]=1[O:26]/C=C/C>CO>[OH:26][C:3]1[C:4](=[O:25])[O:5][C@H:6]([CH2:7][CH2:8]/[CH:9]=[CH:10]\[CH2:11][CH2:12][CH2:13][CH2:14][CH2:15][CH2:16][CH2:17][CH2:18][CH2:19][CH2:20][CH2:21][CH2:22][CH2:23][CH3:24])[C:2]=1[OH:1]. Reported procedure: (R)-3,4-Dihydroxy-5-[(Z)-3-octadecenyl]-2(5H)-furanone was prepared as for the S-isomer from (R)-4-hydroxy-5-[(Z)-3-octadecenyl]-3-[(E)-propenyloxy]-2(5H)-furanone in similar yield: mp 65°-67° C.; [α]D25 9.5° (c=0.5 CH3OH); IR (neat, cm-1) 3421 (br), 2917, 2850, 1754, 1666, 734, 719; 1H NMR (CD3COCD3) δ 5.49-5.28 (m, 2H), 4.67 (dd, J=3.4, 7.8 Hz, 1H), 2.32-1.88 (m, 4H), 1.69-1.51 (m, 2H), 1.44-1.25 (m, 24H), 0.87 (t, J=6.7 Hz, 3H); HRMS calculated for C22H38O4 (M+), 366.2770 found 366.2780; anal... The reactants are Cl.C(C)N=C=NCCCN(C)C (1-Ethyl-3-(3-dimethylaminopropyl)carbodimide hydrochloride), O (water), ClC=1C(=NC(=NC1C(F)(F)F)C)OC(C(=O)O)C (2-(5-chloro-2-methyl-6-trifluoromethylpyrimidin-4-yloxy)propionic acid), NC(C#N)(C(C)(C)C)C (2-amino-2,3,3-trimethylbutyronitrile). The solvent is O1CCCC1 (tetrahydrofuran). Reaction conditions: time 30 minute. The product is ClC=1C(=NC(=NC1C(F)(F)F)C)OC(C(=O)NC(C(C)(C)C)(C)C#N)C (2-(5-chloro-2-methyl-6-trifluoromethylpyrimidin-4-yloxy)-N-(1-cyano-1,2,2-trimethylpropyl)propionamide). Reaction SMILES: Cl.C(N=C=NCCCN(C)C)C.[Cl:13][C:14]1[C:15]([O:25][CH:26]([CH3:30])[C:27]([OH:29])=O)=[N:16][C:17]([CH3:24])=[N:18][C:19]=1[C:20]([F:23])([F:22])[F:21].[NH2:31][C:32]([CH3:39])([C:35]([CH3:38])([CH3:37])[CH3:36])[C:33]#[N:34].O>O1CCCC1>[Cl:13][C:14]1[C:15]([O:25][CH:26]([CH3:30])[C:27]([NH:31][C:32]([C:33]#[N:34])([CH3:39])[C:35]([CH3:38])([CH3:37])[CH3:36])=[O:29])=[N:16][C:17]([CH3:24])=[N:18][C:19]=1[C:20]([F:21])([F:22])[F:23] |f:0.1|. Procedure details: 1-Ethyl-3-(3-dimethylaminopropyl)carbodimide hydrochloride (0.8 g) was added to a solution containing 2-(5-chloro-2-methyl-6-trifluoromethylpyrimidin-4-yloxy)propionic acid (1.0 g) dissolved in tetrahydrofuran (30 ml), at room temperature, and the mixture was stirred for 30 min. Subsequently, 2-amino-2,3,3-trimethylbutyronitrile (0.5 g) was added to the mixture, and the reaction mixture was stirred for 10 hours at room temperature. After completion of the reaction, water was added to the resulti... The reactants are CC[SiH](CC)CC, CCOC(=O)C(C)C(NC(C)=O)C(C(C)=O)C(=O)Nc1ccc(Cl)cc1, CCOCC, O=C(O)C(F)(F)F. Product: CC(=O)NC1C(C)C(=O)OC(C)C1C(=O)Nc1ccc(Cl)cc1. As a reaction SMILES: [CH2:27]([SiH:28]([CH2:29][CH3:30])[CH2:31][CH3:32])[CH3:33].[CH3:1][CH:2]([C:3](=[O:4])[O:5][CH2:6][CH3:7])[CH:8]([CH:9]([C:10]([CH3:11])=[O:12])[C:13]([NH:14][c:15]1[cH:16][cH:17][c:18]([Cl:21])[cH:19][cH:20]1)=[O:22])[NH:23][C:24]([CH3:25])=[O:26].[CH3:41][CH2:42][O:43][CH2:44][CH3:45].[OH:34][C:35]([C:36]([F:37])([F:38])[F:39])=[O:40]>>[CH3:1][CH:2]1[C:3](=[O:4])[O:12][CH:10]([CH3:11])[CH:9]([C:13]([NH:14][c:15]2[cH:16][cH:17][c:18]([Cl:21])[cH:19][cH:20]2)=[O:22])[CH:8]1[NH:23][C:24]([CH3:25])=[O:26].